This data is from the Open Reaction Database (ORD), a public repository of structured organic reaction records. The task is: describe an organic reaction: reactants, conditions, products, and yield Reactants: [OH-].[Li+] (lithium hydroxide), CC=1NC2=CC=C(C(=C2C1)S(=O)(=O)C)C (2,5-dimethyl-4-(methylsulfonyl)-1H-indole), II (iodine), S1C(=NC=C1)S (2-thiazolethiol), Cl (HCl), BrCC(=O)OC (Methyl bromoacetate), [H-].[Na+] (sodium hydride). Run in O (water), CN(C)C=O (DMF). Run at time 1 hour. Product: CC=1N(C2=CC=C(C(=C2C1SC=1SC=C(N1)C1=CC=CC=C1)S(=O)(=O)C)C)CC(=O)O (2,5-dimethyl-4-(methylsulfonyl)-3-[(phenyl-2-thiazolyl)thio]-1H-indole-1-acetic acid). Reaction SMILES: [CH3:1][C:2]1[NH:3][C:4]2[C:9]([CH:10]=1)=[C:8]([S:11]([CH3:14])(=[O:13])=[O:12])[C:7]([CH3:15])=[CH:6][CH:5]=2.II.[S:18]1[CH:22]=[CH:21][N:20]=[C:19]1[SH:23].[H-].[Na+].Br[CH2:27][C:28]([O:30]C)=[O:29].[OH-].[Li+].Cl>CN(C=O)C.O>[CH3:1][C:2]1[N:3]([CH2:27][C:28]([OH:30])=[O:29])[C:4]2[C:9]([C:10]=1[S:23][C:19]1[S:18][CH:22]=[C:21]([C:4]3[CH:9]=[CH:8][CH:7]=[CH:6][CH:5]=3)[N:20]=1)=[C:8]([S:11]([CH3:14])(=[O:13])=[O:12])[C:7]([CH3:15])=[CH:6][CH:5]=2 |f:3.4,6.7|. Procedure: A stirred solution of the product from step b) (200 mg) and iodine (210 mg) in DMF (2 ml) was treated with 2-thiazolethiol, 4-phenyl- (300 mg) and stirred for 1 hour. The solution was treated with 60% sodium hydride (4.0 molar equivalents) and stirred overnight. Methyl bromoacetate (0.30 g) was added followed after 30 minutes stirring by water (2 ml) tetrahydrofuran (2 ml) and lithium hydroxide (0.20 g). After stirring a further 30 minutes, the reaction mixture was acidified (2M HCl, 5 ml) and e...